Task: describe an organic reaction: reactants, conditions, products, and yield. Dataset: the Open Reaction Database (ORD), a public repository of structured organic reaction records Reactants: [H-].[H-].[H-].[H-].[Li+].[Al+3] (LiAlH4), C(C)C(C#N)(C#N)CC (2,2-diethyl-malononitrile). Run in CCOCC (Et2O), CCOCC (Et2O). Reaction conditions: time 8 hour. Product: C(C)C(CN)(CN)CC (2,2-Diethyl-propane-1,3-diamine). As a reaction SMILES: [H-].[H-].[H-].[H-].[Li+].[Al+3].[CH2:7]([C:9]([CH2:14][CH3:15])([C:12]#[N:13])[C:10]#[N:11])[CH3:8]>CCOCC>[CH2:7]([C:9]([CH2:14][CH3:15])([CH2:12][NH2:13])[CH2:10][NH2:11])[CH3:8] |f:0.1.2.3.4.5|. Reported procedure: A suspension of LiAlH4 (4.66 g) in dry Et2O (100 mL) was cooled in an ice bath, and a solution of 2,2-diethyl-malononitrile (5.0 g) in Et2O (50 mL) was added dropwise at such a rate that the temperature was kept below 20° C. The mixture was stirred overnight at room temperature, cooled in an ice bath, and quenched by adding H2O (5 mL), 2M aqueous NaOH (10 mL) and again H2O (5 mL). The suspension was filtered, the filter cake was washed with Et2O, and the combined filtrates were evaporated to dry... As a reaction SMILES: [CH2:1]([O:3][C:4]([C@@H:6]([NH:15][C@H:16]([C:18]([N:20]([CH:29]1[CH2:37][C:36]2[C:31](=[CH:32][CH:33]=[CH:34][CH:35]=2)[CH2:30]1)[CH2:21][C:22]([O:24]C(C)(C)C)=[O:23])=[O:19])[CH3:17])[CH2:7][CH2:8][C:9]1[CH:14]=[CH:13][CH:12]=[CH:11][CH:10]=1)=[O:5])[CH3:2].O1CCOCC1.[ClH:44]>C(OCC)C>[ClH:44].[CH2:1]([O:3][C:4]([C@@H:6]([NH:15][C@H:16]([C:18]([N:20]([CH:29]1[CH2:30][C:31]2[C:36](=[CH:35][CH:34]=[CH:33][CH:32]=2)[CH2:37]1)[CH2:21][C:22]([OH:24])=[O:23])=[O:19])[CH3:17])[CH2:7][CH2:8][C:9]1[CH:10]=[CH:11][CH:12]=[CH:13][CH:14]=1)=[O:5])[CH3:2] |f:4.5|. Yields the product Cl.C(C)OC(=O)[C@H](CCC1=CC=CC=C1)N[C@@H](C)C(=O)N(CC(=O)O)C1CC2=CC=CC=C2C1 (N-[1-(S)-ethoxycarbonyl-3-phenylpropyl]-(S)-alanyl-N-(2-indanyl)glycine hydrochloride). Reported procedure: To tert-butyl N-[1-(S)-ethoxycarbonyl-3-phenylpropyl]-(S)-alanyl-N-(2-indanyl)glycinate (1.4 g, 2.75 mmoles) was added p-dioxane which had been saturated with anhydrous hydrogen chloride (35 ml). the resulting solution was stirred for two and a half hourst at room temperature and then solvent was evaporated to afford a colorless solid. Anhydrous diethyl ether was added to the residue and the product was filtered and washed with a small amount of ether to give N-[1-(S)-ethoxycarbonyl-3-phenylprop... Starting materials: C(C)OC(=O)[C@H](CCC1=CC=CC=C1)N[C@@H](C)C(=O)N(CC(=O)OC(C)(C)C)C1CC2=CC=CC=C2C1 (tert-butyl N-[1-(S)-ethoxycarbonyl-3-phenylpropyl]-(S)-alanyl-N-(2-indanyl)glycinate), O1CCOCC1 (p-dioxane), Cl (hydrogen chloride). Solvent: C(C)OCC (diethyl ether). Yield: 84.6%.